From a dataset of the Open Reaction Database (ORD), a public repository of structured organic reaction records. describe an organic reaction: reactants, conditions, products, and yield Starting materials: BrC=1C=C(C=CC1)C(CC(=O)C=1C=NC=C(C1)Br)C1=C(C=CC=C1)C (3-(3-bromo-phenyl)-1-(5-bromo-pyridin-3-yl)-3-o-tolyl-propan-1-one), Cl.NO (hydroxylamine hydrochloride), C(=O)(O)[O-].[Na+] (NaHCO3). Yields the product BrC=1C=C(C=CC1)C(C\C(=N/O)\C=1C=NC=C(C1)Br)C1=C(C=CC=C1)C ((E)-3-(3-Bromo-phenyl)-1-(5-bromo-pyridin-3-yl)-3-o-tolyl-propan-1-one oxime). As a reaction SMILES: [Br:1][C:2]1[CH:3]=[C:4]([CH:8]([C:19]2[CH:24]=[CH:23][CH:22]=[CH:21][C:20]=2[CH3:25])[CH2:9][C:10]([C:12]2[CH:13]=[N:14][CH:15]=[C:16]([Br:18])[CH:17]=2)=O)[CH:5]=[CH:6][CH:7]=1.Cl.[NH2:27][OH:28].C([O-])(O)=O.[Na+]>>[Br:1][C:2]1[CH:3]=[C:4]([CH:8]([C:19]2[CH:24]=[CH:23][CH:22]=[CH:21][C:20]=2[CH3:25])[CH2:9]/[C:10](/[C:12]2[CH:13]=[N:14][CH:15]=[C:16]([Br:18])[CH:17]=2)=[N:27]\[OH:28])[CH:5]=[CH:6][CH:7]=1 |f:1.2,3.4|. Reported procedure: In analogy to example 74, step 7, from 3-(3-bromo-phenyl)-1-(5-bromo-pyridin-3-yl)-3-o-tolyl-propan-1-one and hydroxylamine hydrochloride in the presence of NaHCO3 was prepared the title compound as a white solid, MS (ESI+): m/z=472.9850 ([M+H]+, 1Br). RXN SMILES: [C-:22]#[N:23].[CH3:25][S:26]([CH3:27])=[O:28].[I:1][c:2]1[c:3]2[c:4]([n:5][cH:6][cH:7]1)[nH:8][n:9][cH:10]2.[K+:24].[Na:21].[OH2:29].[c:11]1([CH3:12])[cH:13][cH:14][c:15]([S:16]([OH:17])=[O:18])[cH:19][cH:20]1>>[c:2]1([C:22]#[N:23])[c:3]2[c:4]([n:5][cH:6][cH:7]1)[nH:8][n:9][cH:10]2. The reactants are [C-]#N, CS(C)=O, Ic1ccnc2[nH]ncc12, [K+], [Na], O, Cc1ccc(S(=O)O)cc1. The product is N#Cc1ccnc2[nH]ncc12.